From a dataset of the Open Reaction Database (ORD), a public repository of structured organic reaction records. describe an organic reaction: reactants, conditions, products, and yield The reactants are C(C1=CC=CC=C1)O[C@@H]1[C@@H](C=O)N(CC[C@H]1O)C(=O)OCC1=CC=CC=C1 (3-O-Benzyl-N-benzyloxycarbonyl-2,6-imino-2,5,6-trideoxy-D-lyxo-hexose), [BH4-].[Na+] (sodium borohydride). The product is C(C1=CC=CC=C1)O[C@H]1[C@@H](CCN([C@@H]1CO)C(=O)OCC1=CC=CC=C1)O (4-O-Benzyl-N-benzyloxycarbonyl-1,5-imino-1,2,5-trideoxy-D-arabino-hexitol). As a reaction SMILES: [CH2:1]([O:8][C@H:9]1[C@H:16]([OH:17])[CH2:15][CH2:14][N:13]([C:18]([O:20][CH2:21][C:22]2[CH:27]=[CH:26][CH:25]=[CH:24][CH:23]=2)=[O:19])[C@@H:10]1[CH:11]=[O:12])[C:2]1[CH:7]=[CH:6][CH:5]=[CH:4][CH:3]=1.[BH4-].[Na+]>>[CH2:1]([O:8][C@@H:9]1[C@@H:10]([CH2:11][OH:12])[N:13]([C:18]([O:20][CH2:21][C:22]2[CH:23]=[CH:24][CH:25]=[CH:26][CH:27]=2)=[O:19])[CH2:14][CH2:15][C@H:16]1[OH:17])[C:2]1[CH:7]=[CH:6][CH:5]=[CH:4][CH:3]=1 |f:1.2|. Procedure: reducing the lactol (24) with sodium borohydride to give a diol (25) from which the protecting groups are removed by hydrogenolysis to give the desired fagomine (3) ##STR17## wherein Bn=CH2Ph and Z=COOCH2Ph. Reactants: lithium (2-thienyl)cyanocuprate, C(C)N(CC)CC=1C(C[C@H](C1)O[Si](C)(C)C(C)(C)C)=O ((R)-2-((diethylamino)methyl)-4-(t-butyldimethylsiloxy)-2-cyclopentenone), ClC1CC(CCC1)[C@H](CC)CC(OCC)OC(C[C@@H](CC)C1CC(CCC1)Cl)OCC ((R)-1-(3-chloro-1-cyclohexyl)propyl(1-ethoxyethyl)ether). Run in O1CCCC1 (THF), O1CCCC1 (THF), CCCCCC (hexane). Run at temperature -45 celsius, time 5 minute. Yields the product O([Si](C)(C)C(C)(C)C)C1CCC(C1)=O (4-(t-butyldimethylsiloxy)cyclopentan-1-one). As a reaction SMILES: ClC1CCCC([C@@H](CC(OC(OCC)C[C@H](C2CCCC(Cl)C2)CC)OCC)CC)C1.C(N(C[C:38]1[C:39](=[O:51])[CH2:40][C@@H:41]([O:43][Si:44]([C:47]([CH3:50])([CH3:49])[CH3:48])([CH3:46])[CH3:45])[CH:42]=1)CC)C>CCCCCC.O1CCCC1>[O:43]([CH:41]1[CH2:40][C:39](=[O:51])[CH2:38][CH2:42]1)[Si:44]([C:47]([CH3:50])([CH3:49])[CH3:48])([CH3:46])[CH3:45]. Procedure: Lithium wire (1% Na) (68 mg, 9.7 mg-atom) was added in 0.3-cm pieces to a stirred, cooled (0° C. internal) solution of 4,4′-di-t-butylbiphenyl (2.66 g, 10.0 mmol) and 5 mg of 2,2′-bipyridyl in 20 mL of dry tetrahydrofuran (THF) under argon. The mixture was titrated to a red endpoint with n-BuLi (2.5 M in hexane, 0.12 mL) and stirred for 15 hours to form a deep blue-green solution of lithium 4,4′-di-t-butylbiphenyl. The solution was cooled to −45° C. (internal), and a solution of (R)-1-(3-chloro-... The reactants are FC(CO)(F)F (2,2,2-trifluoroethanol), CC(C)([O-])C.[Na+] (sodium tert-butoxide), cupric bromide, Cl (HCl), BrC=1C=CC(=C(C(=O)O)C1)OCC(F)(F)F (5-bromo-2-(2,2,2-trifluoroethoxy)benzoic acid). Solvent: CN(C)C=O (DMF), O (water). Run at temperature 100 celsius, time 10 hour. Product: FC(COC1=C(C(=O)O)C=C(C=C1)OCC(F)(F)F)(F)F (2,5-bis(2,2,2-trifluoroethoxy)benzoic acid). The yield is 75.3%. Reaction SMILES: [F:1][C:2]([F:6])([F:5])[CH2:3][OH:4].CC(C)([O-])C.[Na+].Br[C:14]1[CH:15]=[CH:16][C:17]([O:23][CH2:24][C:25]([F:28])([F:27])[F:26])=[C:18]([CH:22]=1)[C:19]([OH:21])=[O:20].Cl>O.CN(C=O)C>[F:26][C:25]([F:28])([F:27])[CH2:24][O:23][C:17]1[CH:16]=[CH:15][C:14]([O:4][CH2:3][C:2]([F:6])([F:5])[F:1])=[CH:22][C:18]=1[C:19]([OH:21])=[O:20] |f:1.2|. Procedure details: To a solution of 2,2,2-trifluoroethanol (14.7 g) and DMF (125 ml) was added sodium tert-butoxide (12.8 g) at 0° C. The solution was stirred at 20 to 25° C. for 1 hour at which point 5-bromo-2-(2,2,2-trifluoroethoxy)benzoic acid (20 g) was added followed by cupric bromide (2.0 g). The mixture was stirred at 100° C. for 10 hours, cooled to 10° C., and water (30 ml) was added followed by 20% HCl solution (90 ml). The solution was extracted with dichloromethane (3×80 ml), and the combined organic la... Starting materials: [BH4-], CC(C)=CCCC(C)C1CCC2C3CC=C4CC(O)CC(O)C4(C)C3CCC12C, [Na+], C1CCOC1, O. Product: CC(CCCC(C)(C)O)C1CCC2C3CC=C4CC(O)CC(O)C4(C)C3CCC12C. Reaction SMILES: [BH4-:31].[CH3:1][C:2]([CH3:3])=[CH:4][CH2:5][CH2:6][CH:7]([CH3:8])[CH:9]1[CH2:10][CH2:11][CH:12]2[CH:13]3[CH2:14][CH:15]=[C:16]4[CH2:17][CH:18]([OH:29])[CH2:19][CH:20]([OH:28])[C:21]4([CH3:22])[CH:23]3[CH2:24][CH2:25][C:26]12[CH3:27].[Na+:32].[O:33]1[CH2:34][CH2:35][CH2:36][CH2:37]1.[OH2:30]>>[CH3:1][C:2]([CH3:3])([CH2:4][CH2:5][CH2:6][CH:7]([CH3:8])[CH:9]1[CH2:10][CH2:11][CH:12]2[CH:13]3[CH2:14][CH:15]=[C:16]4[CH2:17][CH:18]([OH:29])[CH2:19][CH:20]([OH:28])[C:21]4([CH3:22])[CH:23]3[CH2:24][CH2:25][C:26]12[CH3:27])[OH:30].